describe an organic reaction: reactants, conditions, products, and yield From a dataset of the Open Reaction Database (ORD), a public repository of structured organic reaction records. The reactants are COC1(C(CN(CC1)C1=CC=C(C=C1)N1C(O[C@H](C1)CCC(=O)N)=O)(F)F)OC ((S)-{3-[4-(4,4-dimethoxy-3,3-difluoropiperidin-1-yl)-phenyl]-2-oxo-oxazolidin-5-ylmethyl}-acetamide), fused zinc chloride, CSC (dimethyl sulphide), C(C)(=O)Cl (acetyl chloride). Reaction conditions: temperature 40 celsius, time 4 day. The product is O=C1C(CN(CC1)C1=CC=C(C=C1)N1C(O[C@H](C1)CCC(=O)N)=O)(F)F ((S)-{3-[4-(4-oxo-3,3-difluoropiperidin-1-yl)-phenyl]-2-oxo-oxazolidin-5-ylmethyl}-acetamide). Isolated yield 71.0%. Reaction SMILES: C[O:2][C:3]1(OC)[CH2:8][CH2:7][N:6]([C:9]2[CH:14]=[CH:13][C:12]([N:15]3[CH2:19][C@H:18]([CH2:20][CH2:21][C:22]([NH2:24])=[O:23])[O:17][C:16]3=[O:25])=[CH:11][CH:10]=2)[CH2:5][C:4]1([F:27])[F:26].CSC.C(Cl)(=O)C>>[O:2]=[C:3]1[CH2:8][CH2:7][N:6]([C:9]2[CH:14]=[CH:13][C:12]([N:15]3[CH2:19][C@H:18]([CH2:20][CH2:21][C:22]([NH2:24])=[O:23])[O:17][C:16]3=[O:25])=[CH:11][CH:10]=2)[CH2:5][C:4]1([F:27])[F:26]. Procedure details: The mixture of (S)-{3-[4-(4,4-dimethoxy-3,3-difluoropiperidin-1-yl)-phenyl]-2-oxo-oxazolidin-5-ylmethyl}-acetamide (1.0 mmol), freshly fused zinc chloride (3.1 mmol), dimethyl sulphide (5.1 mmol), acetyl chloride (3.1 mmol) in tetrahydrofuaran (50 ml) was stirred at 40° C. for 4 days. The reaction mixture was extracted with ethyl acetate water mixture and the organic layer was dried over sodium sulfate. The removal of the solvent afforded a residue, which was chromatographed over silica gel to g...